From a dataset of the Open Reaction Database (ORD), a public repository of structured organic reaction records. describe an organic reaction: reactants, conditions, products, and yield Reactants: COc1cc(CCN2CCN(C)CC2)ccc1[N+](=O)[O-], CCOC(C)=O, CO. Product: COc1cc(CCN2CCN(C)CC2)ccc1N. Reaction SMILES: [CH3:1][N:2]1[CH2:3][CH2:4][N:5]([CH2:8][CH2:9][c:10]2[cH:11][c:12]([O:19][CH3:20])[c:13]([N+:16]([O-:17])=[O:18])[cH:14][cH:15]2)[CH2:6][CH2:7]1.[CH3:21][CH2:22][O:23][C:24]([CH3:25])=[O:26].[CH3:27][OH:28]>>[CH3:1][N:2]1[CH2:3][CH2:4][N:5]([CH2:8][CH2:9][c:10]2[cH:11][c:12]([O:19][CH3:20])[c:13]([NH2:16])[cH:14][cH:15]2)[CH2:6][CH2:7]1. Reactants: ClC=1N(C(=C(C1CO)F)C1=CC=CC=C1)S(=O)(=O)C1=CC=CC=C1 ([2-chloro-4-fluoro-5-phenyl-1-(phenylsulfonyl)-1H-pyrrol-3-yl]methanol), C[N+]1(CCOCC1)[O-] (N-methylmorpholine N-oxide), 4A, powder. The reagents and catalysts are [Ru](=O)(=O)(=O)[O-].C(CC)[N+](CCC)(CCC)CCC (tetra-n-propylammonium perruthenate). The solvent is C(C)#N (acetonitrile), C(C)(=O)OCC (ethyl acetate). Conditions: time 1.5 hour. Product: ClC=1N(C(=C(C1C=O)F)C1=CC=CC=C1)S(=O)(=O)C1=CC=CC=C1 (2-Chloro-4-fluoro-5-phenyl-1-(phenylsulfonyl)-1H-pyrrole-3-carbaldehyde). Isolated yield 67.0%. Reaction SMILES: [Cl:1][C:2]1[N:3]([S:16]([C:19]2[CH:24]=[CH:23][CH:22]=[CH:21][CH:20]=2)(=[O:18])=[O:17])[C:4]([C:10]2[CH:15]=[CH:14][CH:13]=[CH:12][CH:11]=2)=[C:5]([F:9])[C:6]=1[CH2:7][OH:8].C[N+]1([O-])CCOCC1>C(#N)C.C(OCC)(=O)C.[Ru]([O-])(=O)(=O)=O.C([N+](CCC)(CCC)CCC)CC>[Cl:1][C:2]1[N:3]([S:16]([C:19]2[CH:24]=[CH:23][CH:22]=[CH:21][CH:20]=2)(=[O:18])=[O:17])[C:4]([C:10]2[CH:11]=[CH:12][CH:13]=[CH:14][CH:15]=2)=[C:5]([F:9])[C:6]=1[CH:7]=[O:8] |f:4.5|. Procedure details: To a solution (15 mL) of [2-chloro-4-fluoro-5-phenyl-1-(phenylsulfonyl)-1H-pyrrol-3-yl]methanol (210 mg) in acetonitrile were added tetra-n-propylammonium perruthenate (31 mg), N-methylmorpholine N-oxide (156 mg) and molecular sieves 4A powder (500 mg), and the mixture was stirred at room temperature for 1.5 hr. The reaction mixture was diluted with ethyl acetate, filtered through celite, and the filtrate was concentrated under reduced pressure. The residue was purified by silica gel column chro...